Dataset: the Open Reaction Database (ORD), a public repository of structured organic reaction records. Task: describe an organic reaction: reactants, conditions, products, and yield Starting materials: C(C)(C)(C)[Li] (tert-Butyl lithium), OC(CCCCCCCCCCCC)C=1C=C(OC1)[Si](C)(C)C (4-(1-hydroxytridecyl)-2-trimethylsilylfuran), C1(CCCCC1)C(=O)Cl (cyclohexanecarboxylic acid chloride), solution. Run in O1CCCC1 (tetrahydrofuran), CCCCC (pentane). Reaction conditions: time 10 minute. Yields the product C1(CCCCC1)C(=O)OC(CCCCCCCCCCCC)C=1C=C(OC1)[Si](C)(C)C (4-[1-(Cyclohexanoyloxy)tridecyl]-2-trimethylsilylfuran). Reaction SMILES: C([Li])(C)(C)C.[OH:6][CH:7]([C:20]1[CH:21]=[C:22]([Si:25]([CH3:28])([CH3:27])[CH3:26])[O:23][CH:24]=1)[CH2:8][CH2:9][CH2:10][CH2:11][CH2:12][CH2:13][CH2:14][CH2:15][CH2:16][CH2:17][CH2:18][CH3:19].[CH:29]1([C:35](Cl)=[O:36])[CH2:34][CH2:33][CH2:32][CH2:31][CH2:30]1>CCCCC.O1CCCC1>[CH:29]1([C:35]([O:6][CH:7]([C:20]2[CH:21]=[C:22]([Si:25]([CH3:28])([CH3:27])[CH3:26])[O:23][CH:24]=2)[CH2:8][CH2:9][CH2:10][CH2:11][CH2:12][CH2:13][CH2:14][CH2:15][CH2:16][CH2:17][CH2:18][CH3:19])=[O:36])[CH2:34][CH2:33][CH2:32][CH2:31][CH2:30]1. Reported procedure: tert-Butyl lithium (a 1.7 M solution in pentane; 0.33 ml, 0.55 mmol) was added dropwise to a solution of 4-(1-hydroxytridecyl)-2-trimethylsilylfuran (170 mg, 0.50 mmol) in tetrahydrofuran (5 ml) at 0 degrees under argon. After 10 minutes, cyclohexanecarboxylic acid chloride (74 microliter, 0.55 mmol) was added. The mixture was stirred at room temperature for 15 hours and quenched with water. Extraction and evaporation of the dried (magnesium sulphate) extracts gave an oil, which was purified by ...